From a dataset of the Open Reaction Database (ORD), a public repository of structured organic reaction records. describe an organic reaction: reactants, conditions, products, and yield The product is O=C(c1ccc(-c2ccc(C(F)(F)F)cc2)cc1F)N1CCCC1CN1CCCC1. RXN SMILES: [BH:22]([OH:23])[OH:24].[Br:1][c:2]1[cH:3][c:4]([F:21])[c:5]([C:8](=[O:9])[N:10]2[CH:11]([CH2:15][N:16]3[CH2:17][CH2:18][CH2:19][CH2:20]3)[CH2:12][CH2:13][CH2:14]2)[cH:6][cH:7]1.[F:25][C:26]([c:27]1[cH:28][cH:29][cH:30][cH:31][cH:32]1)([F:33])[F:34]>>[c:2]1(-[c:30]2[cH:29][cH:28][c:27]([C:26]([F:25])([F:33])[F:34])[cH:32][cH:31]2)[cH:3][c:4]([F:21])[c:5]([C:8](=[O:9])[N:10]2[CH:11]([CH2:15][N:16]3[CH2:17][CH2:18][CH2:19][CH2:20]3)[CH2:12][CH2:13][CH2:14]2)[cH:6][cH:7]1. The reactants are OBO, O=C(c1ccc(Br)cc1F)N1CCCC1CN1CCCC1, FC(F)(F)c1ccccc1. The reactants are N[C@@H](CC(NC(C1=CC=CC=C1)(C1=CC=CC=C1)C1=CC=CC=C1)=O)C(=O)O (H-Asn(Trt)-OH), N([C@@H](C)C(=O)N[C@@H](C)C(=O)ON1C(=O)CCC1=O)C(=O)OCC1=CC=CC=C1 (Z-Ala-Ala-OSu). Run in CN(C)C=O (DMF), CN(C)C=O (DMF), C(C)(=O)OCC (ethyl acetate). Run at time 14 hour. Yields the product N([C@@H](C)C(=O)N[C@@H](C)C(=O)N[C@@H](CC(NC(C1=CC=CC=C1)(C1=CC=CC=C1)C1=CC=CC=C1)=O)C(=O)O)C(=O)OCC1=CC=CC=C1 (Z-Ala-Ala-Asn(Trt)-OH), tripeptide. Yield: 92.0%. As a reaction SMILES: [NH2:1][C@H:2]([C:26]([OH:28])=[O:27])[CH2:3][C:4](=[O:25])[NH:5][C:6]([C:19]1[CH:24]=[CH:23][CH:22]=[CH:21][CH:20]=1)([C:13]1[CH:18]=[CH:17][CH:16]=[CH:15][CH:14]=1)[C:7]1[CH:12]=[CH:11][CH:10]=[CH:9][CH:8]=1.[NH:29]([C:47]([O:49][CH2:50][C:51]1[CH:56]=[CH:55][CH:54]=[CH:53][CH:52]=1)=[O:48])[C@H:30]([C:32]([NH:34][C@H:35]([C:37](ON1C(=O)CCC1=O)=[O:38])[CH3:36])=[O:33])[CH3:31]>CN(C=O)C.C(OCC)(=O)C>[NH:29]([C:47]([O:49][CH2:50][C:51]1[CH:52]=[CH:53][CH:54]=[CH:55][CH:56]=1)=[O:48])[C@H:30]([C:32]([NH:34][C@H:35]([C:37]([NH:1][C@H:2]([C:26]([OH:28])=[O:27])[CH2:3][C:4](=[O:25])[NH:5][C:6]([C:13]1[CH:14]=[CH:15][CH:16]=[CH:17][CH:18]=1)([C:7]1[CH:8]=[CH:9][CH:10]=[CH:11][CH:12]=1)[C:19]1[CH:24]=[CH:23][CH:22]=[CH:21][CH:20]=1)=[O:38])[CH3:36])=[O:33])[CH3:31]. Procedure details: The tripeptide Z-Ala-Ala-Asn(Trt)-OH (2) was prepared according to the following procedure: To a stirred solution of H-Asn(Trt)-OH (4.97 g, 13.28 mmol, obtained from Bachem) in dry DMF (25 ml) a solution of Z-Ala-Ala-OSu (5.2 g, 13.28 mmol) in dry DMF (20 ml) was added and stirred for 14 h at room temperature. The solvent was evaporated in vacuo by using an oil pump. The obtained crude compound was dissolved in ethyl acetate (100 ml), washed with 1 N HCl (2×30 ml) and water (30 ml). The organic ... Reactants: C(C)OC(C(=O)OCC)CC1=CC=C(C=C1)O (Ethyl (2RS) (+/−) 2-ethoxy-3-(4-hydroxyphenyl)propanoate), C(C)#N (acetonitrile), solution. Run in C(C)(=O)[O-] (acetate), C(C)(=O)[O-] (acetate). The product is C(C)O[C@H](C(=O)O)CC1=CC=C(C=C1)O.C(C)O[C@@H](C(=O)OCC)CC1=CC=C(C=C1)O ((2S)-2-Ethoxy-3-(4-hydroxyphenyl)propanoic acid Ethyl (2R)-2-Ethoxy-3-(4-hydroxyphenyl)propanoate). Reaction SMILES: [CH2:1]([O:3][CH:4]([CH2:10][C:11]1[CH:16]=[CH:15][C:14]([OH:17])=[CH:13][CH:12]=1)[C:5]([O:7][CH2:8][CH3:9])=[O:6])[CH3:2].C(#N)C>C([O-])(=O)C>[CH2:1]([O:3][C@@H:4]([CH2:10][C:11]1[CH:12]=[CH:13][C:14]([OH:17])=[CH:15][CH:16]=1)[C:5]([OH:7])=[O:6])[CH3:2].[CH2:1]([O:3][C@H:4]([CH2:10][C:11]1[CH:12]=[CH:13][C:14]([OH:17])=[CH:15][CH:16]=1)[C:5]([O:7][CH2:8][CH3:9])=[O:6])[CH3:2] |f:3.4|. Reported procedure: Ethyl (2RS) (+/−) 2-ethoxy-3-(4-hydroxyphenyl)propanoate 0.4 ml of a solution containing 6.25 mg/ml in acetate buffer (0.1 M, pH 5 with acetonitrile 12.5 vol. % added to the buffer) was added followed by a sample of Protease 2 (or Aspergillopepsin I) from Aspergillus aculeatus expressed in Aspergillus oryzae also containing secreted enzymes from Aspergillus oryzae (WO95/02044; Handbook of Proteolytic Enzymes, Barrett, Rawlings, and Woessner Eds., 1998, Academic Press ref.1 chap. 294) (0.1 ml of ... Starting materials: ClS(=O)(=O)C1=CC=2C3=C(C(NC2C=C1)=O)NC=C3C(=O)O (8-chlorosulfonyl-4-oxo-4,5-dihydro-3H-pyrrolo[2,3-c]quinoline-1-carboxylic acid), COC1=C(N)C=CC=C1 (2-methoxyaniline). Product: COC1=C(C=CC=C1)NS(=O)(=O)C1=CC=2C3=C(C(NC2C=C1)=O)NC=C3.C(C)C(=O)[O-] (8-(2-methoxy-phenylsulfamoyl)-4-oxo-4,5-dihydro-3H-pyrrolo[2,3-c]quinoline 1-ethyl carboxylate). The yield is 21.6%. RXN SMILES: Cl[S:2]([C:5]1[CH:14]=[CH:13][C:12]2[NH:11][C:10](=[O:15])[C:9]3[NH:16][CH:17]=[C:18]([C:19]([OH:21])=[O:20])[C:8]=3[C:7]=2[CH:6]=1)(=[O:4])=[O:3].[CH3:22][O:23][C:24]1[CH:30]=[CH:29][CH:28]=[CH:27][C:25]=1[NH2:26]>>[CH3:22][O:23][C:24]1[CH:30]=[CH:29][CH:28]=[CH:27][C:25]=1[NH:26][S:2]([C:5]1[CH:14]=[CH:13][C:12]2[NH:11][C:10](=[O:15])[C:9]3[NH:16][CH:17]=[CH:18][C:8]=3[C:7]=2[CH:6]=1)(=[O:3])=[O:4].[CH2:18]([C:19]([O-:21])=[O:20])[CH3:17] |f:2.3|. Procedure details: This compound is prepared according to synthesis 25, from 150 mg (0.46 mmol) of 8-chlorosulfonyl-4-oxo-4,5-dihydro-3H-pyrrolo[2,3-c]quinoline-1-carboxylic acid (synthesis 2) and 62 μL (0.55 mmol) of 2-methoxyaniline. After purification by chromatography on silica (eluent dichloromethane/methanol 95/5) then trituration in diethyl ether, 22 mg (11%) of 8-(2-methoxy-phenylsulfamoyl)-4-oxo-4,5-dihydro-3H-pyrrolo[2,3-c]quinoline-1-ethyl carboxylate is obtained in the form of a white solid. Reaction SMILES: [CH2:1]([CH:2]=[CH2:3])[O:4][c:5]1[cH:6][c:7]([OH:19])[c:8]([C:9](=[O:10])[c:11]2[cH:12][cH:13][cH:14][cH:15][cH:16]2)[cH:17][cH:18]1.[CH2:20]([O:21][SiH:22]([O:23][CH2:24][CH3:25])[O:26][CH2:27][CH3:28])[CH3:29].[CH2:30]([O:31][Si:32]([O:33][CH2:34][CH3:35])([O:36][CH2:37][CH3:38])[CH2:39][CH2:40][CH2:41][O:42][c:43]1[cH:44][cH:45][c:46]([C:47]([c:48]2[cH:49][cH:50][cH:51][cH:52][cH:53]2)=[O:54])[c:55]([OH:56])[cH:57]1)[CH3:58].[CH3:59][CH2:60][CH2:61][CH2:62][CH2:63][CH3:64].[Pt:65]>>[OH:4][c:5]1[cH:6][c:7]([OH:19])[c:8]([C:9](=[O:10])[c:11]2[cH:12][cH:13][cH:14][cH:15][cH:16]2)[cH:17][cH:18]1. Yields the product O=C(c1ccccc1)c1ccc(O)cc1O. Starting materials: C=CCOc1ccc(C(=O)c2ccccc2)c(O)c1, CCO[SiH](OCC)OCC, CCO[Si](CCCOc1ccc(C(=O)c2ccccc2)c(O)c1)(OCC)OCC, CCCCCC, [Pt]. Starting materials: O=C(Cl)c1ccccc1, COc1ccc2cc(-c3ccc(N)c(OC)c3)ccc2c1, CN(C)c1ccncc1, ClCCl, [Na+], [Na+], O=C([O-])[O-]. Product: COc1ccc2cc(-c3ccc(NC(=O)c4ccccc4)c(OC)c3)ccc2c1. Reaction SMILES: [C:22]([c:23]1[cH:24][cH:25][cH:26][cH:27][cH:28]1)(=[O:29])[Cl:30].[CH3:1][O:2][c:3]1[c:4]([NH2:5])[cH:6][cH:7][c:8](-[c:10]2[cH:11][c:12]3[cH:13][cH:14][c:15]([O:20][CH3:21])[cH:16][c:17]3[cH:18][cH:19]2)[cH:9]1.[CH3:40][N:41]([c:42]1[cH:43][cH:44][n:45][cH:46][cH:47]1)[CH3:48].[Cl:37][CH2:38][Cl:39].[Na+:31].[Na+:32].[O-:33][C:34](=[O:35])[O-:36]>>[CH3:1][O:2][c:3]1[c:4]([NH:5][C:22]([c:23]2[cH:24][cH:25][cH:26][cH:27][cH:28]2)=[O:29])[cH:6][cH:7][c:8](-[c:10]2[cH:11][c:12]3[cH:13][cH:14][c:15]([O:20][CH3:21])[cH:16][c:17]3[cH:18][cH:19]2)[cH:9]1.